This data is from the Open Reaction Database (ORD), a public repository of structured organic reaction records. The task is: describe an organic reaction: reactants, conditions, products, and yield The reactants are C(C1=CC=CC=C1)NC=1C(=C(C2=C(C(CO2)C2=CC=C(C=C2)C2=CC=CC=C2)C1C)C)C (N-benzyl-3-(biphenyl-4-yl)-4,6,7-trimethyl-2,3-dihydro-1-benzofuran-5-amine). The solvent is CCCCCC (hexane). Yields the product C1(=CC=C(C=C1)C1COC2=C1C(=C(C(=C2C)C)N)C)C2=CC=CC=C2 (3-(Biphenyl-4-yl)-4,6,7-trimethyl-2,3-dihydro-1-benzofuran-5-amine). Yield: 89.0%. RXN SMILES: C([NH:8][C:9]1[C:10]([CH3:32])=[C:11]([CH3:31])[C:12]2[O:16][CH2:15][CH:14]([C:17]3[CH:22]=[CH:21][C:20]([C:23]4[CH:28]=[CH:27][CH:26]=[CH:25][CH:24]=4)=[CH:19][CH:18]=3)[C:13]=2[C:29]=1[CH3:30])C1C=CC=CC=1>CCCCCC>[C:20]1([C:23]2[CH:24]=[CH:25][CH:26]=[CH:27][CH:28]=2)[CH:21]=[CH:22][C:17]([CH:14]2[C:13]3[C:29]([CH3:30])=[C:9]([NH2:8])[C:10]([CH3:32])=[C:11]([CH3:31])[C:12]=3[O:16][CH2:15]2)=[CH:18][CH:19]=1. Procedure: Using N-benzyl-3-(biphenyl-4-yl)-4,6,7-trimethyl-2,3-dihydro-1-benzofuran-5-amine obtained in Reference Example 279, the title compound was synthesized in the same manner as in Reference Example 30. Yield 89%. Melting point: 149-150° C. (hexane). The reactants are O=C([O-])[O-], CCOC(=O)C1CN(C(=O)OCc2ccccc2)CC1=O, CC(C)=O, CI, [K+], [K+]. Yields the product CCOC(=O)C1(C)CN(C(=O)OCc2ccccc2)CC1=O. RXN SMILES: [C:22](=[O:23])([O-:24])[O-:25].[CH2:1]([c:2]1[cH:3][cH:4][cH:5][cH:6][cH:7]1)[O:8][C:9](=[O:10])[N:11]1[CH2:12][C:13](=[O:21])[CH:14]([C:16](=[O:17])[O:18][CH2:19][CH3:20])[CH2:15]1.[CH3:30][C:31](=[O:32])[CH3:33].[I:28][CH3:29].[K+:26].[K+:27]>>[CH2:1]([c:2]1[cH:3][cH:4][cH:5][cH:6][cH:7]1)[O:8][C:9](=[O:10])[N:11]1[CH2:12][C:13](=[O:21])[C:14]([C:16](=[O:17])[O:18][CH2:19][CH3:20])([CH3:22])[CH2:15]1. Reactants: C(C)N(C(C)C)CC (Diethyl-iso-propylamine), CC1=NC(=NC=C1C(=O)O)C1=NC=CC=C1 (4-methyl-2-pyridin-2-yl-pyrimidine-5-carboxylic acid), N1(C=CC2=NC=CC=C21)N (pyrrolo[3,2-b]pyridine-1-ylamine), CN(C)C(=[N+](C)C)ON1C2=C(C=CC=C2)N=N1.[B-](F)(F)(F)F (TBTU). Run in CN(C)C=O (DMF). Conditions: temperature 80 celsius, time 8 hour. Product: N1(C=CC2=NC=CC=C21)NC(=O)C=2C(=NC(=NC2)C2=NC=CC=C2)C (4-methyl-2-pyridin-2-yl-pyrimidine-5-carboxylic acid pyrrol[3,2-b]pyridine-1-ylamide). Yield: 62.6%. RXN SMILES: C(N(CC)C(C)C)C.[CH3:9][C:10]1[C:15]([C:16]([OH:18])=O)=[CH:14][N:13]=[C:12]([C:19]2[CH:24]=[CH:23][CH:22]=[CH:21][N:20]=2)[N:11]=1.[N:25]1([NH2:34])[C:33]2[C:28](=[N:29][CH:30]=[CH:31][CH:32]=2)[CH:27]=[CH:26]1.CN(C(ON1N=NC2C=CC=CC1=2)=[N+](C)C)C.[B-](F)(F)(F)F>CN(C=O)C>[N:25]1([NH:34][C:16]([C:15]2[C:10]([CH3:9])=[N:11][C:12]([C:19]3[CH:24]=[CH:23][CH:22]=[CH:21][N:20]=3)=[N:13][CH:14]=2)=[O:18])[C:33]2[C:28](=[N:29][CH:30]=[CH:31][CH:32]=2)[CH:27]=[CH:26]1 |f:3.4|. Procedure details: Diethyl-iso-propylamine (1.88 mmol) is added a solution of 4-methyl-2-pyridin-2-yl-pyrimidine-5-carboxylic acid (0.75 mmol), pyrrolo[3,2-b]pyridine-1-ylamine (0.75 mmol) and TBTU (0.9 mmol) in anhydrous DMF (7 mL) at rt, and the reaction mixture is stirred at 80° C. for 8 h. The reaction mixture is concentrated in vacuo. The residue is purified by silica gel chromatography eluting with 0-10% MeOH in DCM to afford 4-methyl-2-pyridin-2-yl-pyrimidine-5-carboxylic acid pyrrol[3,2-b]pyridine-1-ylamid... The reactants are C(C1=CC=CC=C1)C1C(N(CC(N(C1)CC(=O)NC1=CC=CC=C1)=O)S(=O)(=O)C1=CC=C(C=C1)Cl)=O (2-{6-benzyl-4-[(4-chlorophenyl)sulfonyl]-2,5-dioxo-1,4-diazepan-1-yl}-N-phenylacetoamide), NC1=CC=CC=C1 (aniline), CNC1=CC=CC=C1 (N-methylaniline). Product: C(C1=CC=CC=C1)C1C(N(CC(N(C1)CC(=O)N(C1=CC=CC=C1)C)=O)S(=O)(=O)C1=CC=C(C=C1)Cl)=O (2-[6-benzyl-4-(4-chlorobenzenesulfonyl)-2,5-dioxo-1,4-diazepan-1-yl]-N-methyl-N-phenylacetoamide). RXN SMILES: [CH2:1]([CH:8]1[CH2:14][N:13]([CH2:15][C:16]([NH:18][C:19]2[CH:24]=[CH:23][CH:22]=[CH:21][CH:20]=2)=[O:17])[C:12](=[O:25])[CH2:11][N:10]([S:26]([C:29]2[CH:34]=[CH:33][C:32]([Cl:35])=[CH:31][CH:30]=2)(=[O:28])=[O:27])[C:9]1=[O:36])[C:2]1[CH:7]=[CH:6][CH:5]=[CH:4][CH:3]=1.N[C:38]1C=CC=CC=1.CNC1C=CC=CC=1>>[CH2:1]([CH:8]1[CH2:14][N:13]([CH2:15][C:16]([N:18]([CH3:38])[C:19]2[CH:24]=[CH:23][CH:22]=[CH:21][CH:20]=2)=[O:17])[C:12](=[O:25])[CH2:11][N:10]([S:26]([C:29]2[CH:30]=[CH:31][C:32]([Cl:35])=[CH:33][CH:34]=2)(=[O:28])=[O:27])[C:9]1=[O:36])[C:2]1[CH:3]=[CH:4][CH:5]=[CH:6][CH:7]=1. Procedure: Instead of the starting material compound of Example 270, that is, aniline, N-methylaniline was used for the similar procedure as in Example 270 to obtain the title compound. The reactants are COC1=CC=C(C(=O)C=2OC3=CC=CC=C3C(C2)=O)C=C1 (2-(4-methoxybenzoyl)-chromone), C1(=CC=CC=C1)S(=O)(=O)N=C=O (benzenesulfonyl isocyanate). Solvent: C(C)#N (acetonitrile). Yields the product COC1=CC=C(C(=O)C=2OC3=CC=CC=C3C(C2)=NS(=O)(=O)C2=CC=CC=C2)C=C1 (2-(4-Methoxybenzoyl)-4-benzenesulfonylimino-4H-chromene). Reaction SMILES: [CH3:1][O:2][C:3]1[CH:21]=[CH:20][C:6]([C:7]([C:9]2[O:10][C:11]3[C:16]([C:17](=O)[CH:18]=2)=[CH:15][CH:14]=[CH:13][CH:12]=3)=[O:8])=[CH:5][CH:4]=1.[C:22]1([S:28]([N:31]=C=O)(=[O:30])=[O:29])[CH:27]=[CH:26][CH:25]=[CH:24][CH:23]=1>C(#N)C>[CH3:1][O:2][C:3]1[CH:21]=[CH:20][C:6]([C:7]([C:9]2[O:10][C:11]3[C:16]([C:17](=[N:31][S:28]([C:22]4[CH:27]=[CH:26][CH:25]=[CH:24][CH:23]=4)(=[O:30])=[O:29])[CH:18]=2)=[CH:15][CH:14]=[CH:13][CH:12]=3)=[O:8])=[CH:5][CH:4]=1. Procedure details: Combine 2-(4-methoxybenzoyl)-chromone (1 mmol) and benzenesulfonyl isocyanate (1.2 mmol) in acetonitrile (7.0 mL). Heat at reflux for 48 hours. Add methanol (5 mL) to quench the reaction. Evaporate in vacuo. Recrystallize to give the title compound.